From a dataset of the Open Reaction Database (ORD), a public repository of structured organic reaction records. describe an organic reaction: reactants, conditions, products, and yield Reactants: COC([C@@H](NC1=NC(=CC=C1[N+](=O)[O-])Cl)C)=O (N-(6-Chloro-3-nitro-2-pyridyl)-alanine methyl ester). The reagents and catalysts are [Ni] (Raney nickel). The solvent is CO (methanol), [H][H] (hydrogen), [H][H] (hydrogen). Product: ClC=1N=C2N[C@H](C(NC2=CC1)=O)C ((3S)-6-Chloro-3-methyl-3,4-dihydro-1,4,5-triazanaphthalen-2(1H)-one). The yield is 24.3%. Reaction SMILES: C[O:2][C:3](=O)[C@H:4]([CH3:16])[NH:5][C:6]1[C:11]([N+:12]([O-])=O)=[CH:10][CH:9]=[C:8]([Cl:15])[N:7]=1>CO.[Ni].[H][H]>[Cl:15][C:8]1[N:7]=[C:6]2[C:11](=[CH:10][CH:9]=1)[NH:12][C:3](=[O:2])[C@H:4]([CH3:16])[NH:5]2. Reported procedure: Compound A (9.0 g, 0.05 mol) was dissolved in 200 ml of methanol and hydrogenated with Raney nickel catalysis under 1 atm of hydrogen. After hydrogen uptake ceased, the catalyst was filtered off with suction, and the solvent was removed in vacuo. The solid product was stirred with diethyl ether, resulting in 2.4 g of pure product (melting point 236°-237° C.). Reactants: COC1(OC)C2CCC1CN(Cc1ccccc1)C2, Cl. Product: O=C1C2CCC1CN(Cc1ccccc1)C2. As a reaction SMILES: [CH2:1]([c:2]1[cH:3][cH:4][cH:5][cH:6][cH:7]1)[N:8]1[CH2:9][CH:10]2[CH2:11][CH2:12][CH:13]([CH2:14]1)[C:15]2([O:16][CH3:19])[O:17][CH3:18].[ClH:20]>>[CH2:1]([c:2]1[cH:3][cH:4][cH:5][cH:6][cH:7]1)[N:8]1[CH2:9][CH:10]2[CH2:11][CH2:12][CH:13]([CH2:14]1)[C:15]2=[O:16]. Starting materials: FC=1C=C(C=CC1OCCCNC1=[N+](C=CC=C1)[O-])CC(CC(=O)OCC)(C)C (Ethyl 4-(3-fluoro-4-{3-[(1-oxidopyridin-2-yl)amino]propoxy}phenyl)-3,3-dimethylbutanoate), C1=CCCCC1 (cyclohexene), C1=CCCCC1 (cyclohexene). Reagents/catalysts: [Pd] (Pd/C), [Pd] (Pd/C). Solvent: CC(C)O (2-propanol). The product is FC=1C=C(C=CC1OCCCNC1=NC=CC=C1)CC(CC(=O)OCC)(C)C (Ethyl 4-{3-fluoro-4-[3-(pyridin-2-ylamino)propoxy]phenyl}-3,3-dimethylbutanoate). The yield is 61.1%. RXN SMILES: [F:1][C:2]1[CH:3]=[C:4]([CH2:20][C:21]([CH3:29])([CH3:28])[CH2:22][C:23]([O:25][CH2:26][CH3:27])=[O:24])[CH:5]=[CH:6][C:7]=1[O:8][CH2:9][CH2:10][CH2:11][NH:12][C:13]1[CH:18]=[CH:17][CH:16]=[CH:15][N+:14]=1[O-].C1CCCCC=1>[Pd].CC(O)C>[F:1][C:2]1[CH:3]=[C:4]([CH2:20][C:21]([CH3:28])([CH3:29])[CH2:22][C:23]([O:25][CH2:26][CH3:27])=[O:24])[CH:5]=[CH:6][C:7]=1[O:8][CH2:9][CH2:10][CH2:11][NH:12][C:13]1[CH:18]=[CH:17][CH:16]=[CH:15][N:14]=1. Procedure details: A mixture of the product of STEP 7 (640 mg, 1.6 mmol), 10% Pd/C (400 mg, 0.36 mmol), cyclohexene (4.0 ml, 39.5 mmol), and 2-propanol (20 ml) was heated at reflux for 6 h. The reaction was allowed to cool to room temperature. An additional 10% Pd/C (250 mg, 0.23 mmol) and cyclohexene (2.0 ml, 19.8 mmol) were added. After 18 h of refluxing, the reaction was cooled to room temperature, filtered through a short column of Celite®, and washed with 100 ml 2-propanol. The filtrate was concentrated to gi...